The task is: describe an organic reaction: reactants, conditions, products, and yield. This data is from the Open Reaction Database (ORD), a public repository of structured organic reaction records. Reactants: OBO, O=S(=O)(c1ccccc1)c1ccc(Br)cc1C(F)(F)F, COc1ccc(F)cc1. The product is COc1ccc(F)cc1-c1ccc(S(=O)(=O)c2ccccc2)c(C(F)(F)F)c1. As a reaction SMILES: [BH:21]([OH:22])[OH:23].[Br:1][c:2]1[cH:3][c:4]([C:17]([F:18])([F:19])[F:20])[c:5]([S:8](=[O:9])(=[O:10])[c:11]2[cH:12][cH:13][cH:14][cH:15][cH:16]2)[cH:6][cH:7]1.[F:24][c:25]1[cH:26][cH:27][c:28]([O:31][CH3:32])[cH:29][cH:30]1>>[c:2]1(-[c:27]2[cH:26][c:25]([F:24])[cH:30][cH:29][c:28]2[O:31][CH3:32])[cH:3][c:4]([C:17]([F:18])([F:19])[F:20])[c:5]([S:8](=[O:9])(=[O:10])[c:11]2[cH:12][cH:13][cH:14][cH:15][cH:16]2)[cH:6][cH:7]1. Starting materials: C(C)(C)NC(C)C (Diisopropylamine), C(CCC)[Li] (n-butyl-lithium), BrCC#CC (1-bromo-2-butyne), ether-pentane, CN(P(=O)(N(C)C)N(C)C)C (hexamethylphosphoramide), C(CC)(=O)O (propionic acid), Cl (HCl). Run in O1CCCC1 (tetrahydrofuran), O1CCCC1 (tetrahydrofuran). Conditions: time 5 minute. Yields the product CC(C(=O)O)CC#CC (2-methyl-4-hexynoic acid). Yield: 106.0%. RXN SMILES: C(NC(C)C)(C)C.[CH2:8]([Li])[CH2:9][CH2:10][CH3:11].CN(C)P(N(C)C)(N(C)C)=O.[C:24]([OH:28])(=[O:27])[CH2:25][CH3:26].BrCC#CC.Cl>O1CCCC1>[CH3:26][CH:25]([CH2:8][C:9]#[C:10][CH3:11])[C:24]([OH:28])=[O:27]. Procedure details: Diisopropylamine (26.0 g, 0.257 mmol, 3.1 eq) in 130 ml of tetrahydrofuran initially at -50° C. is treated dropwise with n-butyl-lithium (98.8 ml, 1.6M, 0.158 mol, 1.9 eq) over an 8 minute period while allowing the temperature to rise to -25° C. After 5 minutes longer at -20° C., the reaction mixture is treated dropwise with a mixture of hexamethylphosphoramide (17.8 g, 0.099 mol, 1.2 eq) and propionic acid (6.14 g, 0.083 mol, 1.0 eq) over a 7 minute period while the temperature rises to 0° C. F...